describe an organic reaction: reactants, conditions, products, and yield From a dataset of the Open Reaction Database (ORD), a public repository of structured organic reaction records. The reactants are C(C)(C)N1C=NC2=C1C=CC(=C2)N (1-isopropyl-5-aminobenzimidazole), II (I2), CO.C(Cl)Cl (MeOH CH2Cl2), N (NH3). The reagents and catalysts are [Hg](OC(=O)C)OC(=O)C (Hg(OAc)2). The solvent is CC(=O)O (AcOH), CC(=O)O (AcOH). Yields the product C(C)(C)N1C=NC2=C1C=CC(=C2I)N (1-Isopropyl-4-iodo-5-aminobenzimidazole). Isolated yield 35.0%. RXN SMILES: [CH:1]([N:4]1[C:8]2[CH:9]=[CH:10][C:11]([NH2:13])=[CH:12][C:7]=2[N:6]=[CH:5]1)([CH3:3])[CH3:2].[I:14]I.N.CO.C(Cl)Cl>CC(O)=O.[Hg](OC(C)=O)OC(C)=O>[CH:1]([N:4]1[C:8]2[CH:9]=[CH:10][C:11]([NH2:13])=[C:12]([I:14])[C:7]=2[N:6]=[CH:5]1)([CH3:3])[CH3:2] |f:3.4|. Procedure: To a solution of 1-isopropyl-5-aminobenzimidazole (0.70 g, 3.7 mmol) and Hg(OAc)2 (2.1 g, 5.6 mmol) in 10 ml of AcOH was added solution of I2 in AcOH until it produces a precipitation; The reaction mixture was concentrated in vacuo to provide a brown solid which was subjected to column chromatography (5% NH3 sat'd MeOH/CH2Cl2) to provide 0.40 g (1.3 mmol, 35%) of the product. Solvent: O (water), C(C)(=O)OCC (ethyl acetate). Procedure: A solution 1 g. of 2,3-dihydro-6-methyl-8-hydroxymethylergoline in 50 ml. of pyridine containing 25 ml. of acetic anhydride was stirred at 25° C. for 15 hours. The reaction mixture was added to 100 ml. of water, and the pH of the aqueous layer was adjusted to 10 by the addition of ammonium hydroxide. The aqueous alkaline reaction mixture was extractedwith ethyl acetate, and the organic extracts were combined, washed with water, dried, and the solvent was removed therefrom under reduced pressuret... The reactants are solution, C(C)(=O)OC(C)=O (acetic anhydride), [OH-].[NH4+] (ammonium hydroxide), CN1CC(C[C@@H]2C=3C=CC=C4NCC(C[C@@H]12)C34)CO (2,3-dihydro-6-methyl-8-hydroxymethylergoline), N1=CC=CC=C1 (pyridine). RXN SMILES: [CH3:1][N:2]1[C@H:16]2[C@@H:6]([C:7]3[CH:8]=[CH:9][CH:10]=[C:11]4[C:17]=3[CH:14]([CH2:15]2)[CH2:13][NH:12]4)[CH2:5][CH:4]([CH2:18][OH:19])[CH2:3]1.N1[CH:25]=[CH:24]C=CC=1.[C:26](OC(=O)C)(=[O:28])[CH3:27].[OH-:33].[NH4+]>C(OCC)(=O)C.O>[C:26]([N:12]1[C:11]2[C:17]3[CH:14]([CH2:15][C@@H:16]4[C@@H:6]([C:7]=3[CH:8]=[CH:9][CH:10]=2)[CH2:5][CH:4]([CH2:18][O:19][C:24](=[O:33])[CH3:25])[CH2:3][N:2]4[CH3:1])[CH2:13]1)(=[O:28])[CH3:27] |f:3.4|. The product is C(C)(=O)N1CC2C[C@H]3N(CC(C[C@@H]3C=3C=CC=C1C32)COC(C)=O)C (1-acetyl-2,3-dihydro-6-methyl-8-acetoxymethyl-ergoline). The reactants are C(CCC)C1=NN=C2N1C(CC=C2)C2=CC=C(C=C2)C2=C(C=CC=C2)C2=NN=NN2 (3-Butyl-5,6-dihydro-5-[2'-(1H-tetrazol-5-yl)[1,1'-biphenyl]-4-yl]-1,2,4-triazolo[4,3-a]pyridine), [H][H] (hydrogen), bicyclic olefin triazole. Reagents/catalysts: [Pd] (palladium on charcoal). Run in C(C)O (ethanol). Yields the product C(CCC)C1=NN=C2N1C(CCC2)C2=CC=C(C=C2)C2=C(C=CC=C2)C2=NN=NN2 (3-Butyl-5,6,7,8-tetrahydro-5-[2'-(1H-tetrazol-5-yl)[1,1'-biphenyl]-4-yl]-1,2,4-triazolo[4,3-a]pyridine). RXN SMILES: [CH2:1]([C:5]1[N:9]2[CH:10]([C:14]3[CH:19]=[CH:18][C:17]([C:20]4[CH:25]=[CH:24][CH:23]=[CH:22][C:21]=4[C:26]4[NH:30][N:29]=[N:28][N:27]=4)=[CH:16][CH:15]=3)[CH2:11][CH:12]=[CH:13][C:8]2=[N:7][N:6]=1)[CH2:2][CH2:3][CH3:4].[H][H]>[Pd].C(O)C>[CH2:1]([C:5]1[N:9]2[CH:10]([C:14]3[CH:19]=[CH:18][C:17]([C:20]4[CH:25]=[CH:24][CH:23]=[CH:22][C:21]=4[C:26]4[NH:30][N:29]=[N:28][N:27]=4)=[CH:16][CH:15]=3)[CH2:11][CH2:12][CH2:13][C:8]2=[N:7][N:6]=1)[CH2:2][CH2:3][CH3:4]. Procedure details: A suspension of bicyclic olefin triazole (0.1 mmol, the title compound of Example 3220) and 20 mg (0.019 mmol) of 10% palladium on charcoal in 2 mL of absolute ethanol is agitated on a Parr apparatus under 50 psi of hydrogen gas at room temperature until the reaction is complete. The mixture is filtered through a pad of celite, concentrated in vacuo and purified to give the title compound of Example 3222. Reactants: CC(C)(C)O, N#Cc1ccc(I)c(C(=O)O)c1, CN(C)C=O, ClC(Cl)Cl, O=S(Cl)Cl, c1ccncc1. Product: CC(C)(C)OC(=O)c1cc(C#N)ccc1I. As a reaction SMILES: [C:17]([CH3:18])([CH3:19])([CH3:20])[OH:21].[C:1](#[N:2])[c:3]1[cH:4][cH:5][c:6]([I:12])[c:7]([C:8](=[O:9])[OH:10])[cH:11]1.[CH3:32][N:33]([CH3:34])[CH:35]=[O:36].[CH:28]([Cl:29])([Cl:30])[Cl:31].[S:13]([Cl:14])([Cl:15])=[O:16].[cH:22]1[cH:23][cH:24][n:25][cH:26][cH:27]1>>[C:1](#[N:2])[c:3]1[cH:4][cH:5][c:6]([I:12])[c:7]([C:8]([O:9][C:17]([CH3:18])([CH3:19])[CH3:20])=[O:10])[cH:11]1. Reactants: Cn1c(COc2cccc([N+](=O)[O-])c2)nc2ccccc21, [Fe]. Yields the product Cn1c(COc2cccc(N)c2)nc2ccccc21. Reaction SMILES: [CH3:1][n:2]1[c:3]([CH2:11][O:12][c:13]2[cH:14][c:15]([N+:19]([O-:20])=[O:21])[cH:16][cH:17][cH:18]2)[n:4][c:5]2[c:6]1[cH:7][cH:8][cH:9][cH:10]2.[Fe:22]>>[CH3:1][n:2]1[c:3]([CH2:11][O:12][c:13]2[cH:14][c:15]([NH2:19])[cH:16][cH:17][cH:18]2)[n:4][c:5]2[c:6]1[cH:7][cH:8][cH:9][cH:10]2. Starting materials: CCc1nc2ccc(-c3nc4ccccc4n3C)cc2n1Cc1ccc(-c2ccccc2C(=O)OC(C)(C)C)cc1, ClCCl, O=C(O)C(F)(F)F. Yields the product CCc1nc2ccc(-c3nc4ccccc4n3C)cc2n1Cc1ccc(-c2ccccc2C(=O)O)cc1. As a reaction SMILES: [CH2:1]([CH3:2])[c:3]1[n:4][c:5]2[c:6]([n:7]1[CH2:8][c:9]1[cH:10][cH:11][c:12](-[c:15]3[c:16]([C:21](=[O:22])[O:23][C:24]([CH3:25])([CH3:26])[CH3:27])[cH:17][cH:18][cH:19][cH:20]3)[cH:13][cH:14]1)[cH:28][c:29](-[c:32]1[n:33][c:34]3[c:35]([n:36]1[CH3:37])[cH:38][cH:39][cH:40][cH:41]3)[cH:30][cH:31]2.[CH2:49]([Cl:50])[Cl:51].[OH:42][C:43]([C:44]([F:45])([F:46])[F:47])=[O:48]>>[CH2:1]([CH3:2])[c:3]1[n:4][c:5]2[c:6]([n:7]1[CH2:8][c:9]1[cH:10][cH:11][c:12](-[c:15]3[c:16]([C:21](=[O:22])[OH:23])[cH:17][cH:18][cH:19][cH:20]3)[cH:13][cH:14]1)[cH:28][c:29](-[c:32]1[n:33][c:34]3[c:35]([n:36]1[CH3:37])[cH:38][cH:39][cH:40][cH:41]3)[cH:30][cH:31]2. The reactants are CCOC(=O)C.CCCCCC (EtOAc hexane), C(C)OC([C@H]1N(CC(C1)(F)F)C(C1=C(C=C(C(=C1)OC)O)[N+](=O)[O-])=O)SCC ((2S)-N-(4-hydroxy-5-methoxy-2-nitrobenzoyl)-4,4-difluoropyrrolidine 2-carboxaldehyde diethylthioacetal), BrCCCBr (1,3-dibromopropane), C(=O)([O-])[O-].[K+].[K+] (K2CO3). The solvent is O (water), CC(=O)C (acetone). The product is 1,1′-{[(Propane-1,3diyl)dioxy]bis[2-nitro-5-methoxy-1,4-phenylene)carbonyl], C(C)OC(C1NCC(C1)(F)F)SCC (4,4-difluoropyrrolidine-2-carboxaldehyde diethylthioacetal). RXN SMILES: [CH2:1]([O:3][CH:4]([S:26][CH2:27][CH3:28])[C@@H:5]1[CH2:9][C:8]([F:11])([F:10])[CH2:7][N:6]1C(=O)C1C=C(OC)C(O)=CC=1[N+]([O-])=O)[CH3:2].BrCCCBr.C([O-])([O-])=O.[K+].[K+].CCOC(C)=O.CCCCCC>CC(C)=O.O>[CH2:1]([O:3][CH:4]([S:26][CH2:27][CH3:28])[CH:5]1[CH2:9][C:8]([F:11])([F:10])[CH2:7][NH:6]1)[CH3:2] |f:2.3.4,5.6|. Reported procedure: A solution of (2S)-N-(4-hydroxy-5-methoxy-2-nitrobenzoyl)-4,4-difluoropyrrolidine 2-carboxaldehyde diethylthioacetal IV (1 mmol), 1,3-dibromopropane (0.5 mmol) and K2CO3 (3 mmol) in dry acetone (40 ml) was refluxed for 48 h. After the completion of reaction as indicated by TLC, EtOAc-hexane (6:4), the reaction mixture was poured on to the water and then extracted with ethyl acetate. Evaporation of the organic layer gave the crude product, which was further purified by column chromatography on si...